Dataset: the Open Reaction Database (ORD), a public repository of structured organic reaction records. Task: describe an organic reaction: reactants, conditions, products, and yield Run at time 4 hour. The yield is 37.0%. Product: C(C)(C)(C)C=1C=C(C=C(C1OC)C(C)(C)C)C(CCC1=CC=CC=C1)NCP(OCC)(OCC)=O (Diethyl α-(3.5-di-tert-butyl-4-methoxyphenyl)-N-(3-phenylpropyl)-aminomethylphosphonate). As a reaction SMILES: [C:1]([C:5]1[CH:6]=[C:7]([CH:10]=[C:11]([C:15]([CH3:18])([CH3:17])[CH3:16])[C:12]=1[O:13][CH3:14])C=O)([CH3:4])([CH3:3])[CH3:2].[C:19]1([CH2:25][CH2:26][CH2:27][NH2:28])[CH:24]=[CH:23][CH:22]=[CH:21][CH:20]=1.[CH2:29]([O:31][P:32]([O-:36])[O:33][CH2:34][CH3:35])[CH3:30].[CH2:37]1COCC1>>[C:15]([C:11]1[CH:10]=[C:7]([CH:27]([NH:28][CH2:37][P:32](=[O:36])([O:33][CH2:34][CH3:35])[O:31][CH2:29][CH3:30])[CH2:26][CH2:25][C:19]2[CH:24]=[CH:23][CH:22]=[CH:21][CH:20]=2)[CH:6]=[C:5]([C:1]([CH3:4])([CH3:3])[CH3:2])[C:12]=1[O:13][CH3:14])([CH3:16])([CH3:17])[CH3:18]. Procedure details: This aldehyde was reacted with 0.63 g (4.68 mmol) 3-phenylpropylamine in 25 ml THF, then 0.65 g (4.68 mmol) diethylphosphite was added and the resulting mixture heated at i10° C. for 4 h. Purification by column chromatography gave 0.9 g (37% of a yellow oil). IR (film) 3400 cm-1 (broad): NH, 1440: tert-Bu, 1220: P=O, 1020: P--O--C. NMR (CDCl3): δ=7.24 and 7.14 (2 m, 5H) phenyl H 7.26 (d, JP-H =2 Hz, 2H): aromatic H, 3,5 di-tert-butyl-4-hydroxyphenyl 4.05, 3.93 and 3.79 (3 m, 4H): P--O--CH2 --CH3... The reactants are C(C)(C)(C)C=1C=C(C=O)C=C(C1OC)C(C)(C)C (3,5-di-tert-butyl-4-methoxybenzaldehyde), C1(=CC=CC=C1)CCCN (3-phenylpropylamine), C1CCOC1 (THF), C(C)OP(OCC)[O-] (diethylphosphite). The reactants are [H-] (hydride), [H-].[H-].[H-].[H-].[Li+].[Al+3] (LiAlH4), Cl (HCl), C(C)OC(C1=C(C=CC=C1C)C)=O (2,6-dimethyl benzoic acid ethyl ester), 2h. The solvent is O (water), CCOCC (ether), C(C)OCC (ethyl ether). Conditions: time 8 hour. Product: CC1=C(CO)C(=CC=C1)C (2,6-dimethyl benzyl alcohol). Isolated yield 77.3%. RXN SMILES: C([O:3][C:4](=O)[C:5]1[C:10]([CH3:11])=[CH:9][CH:8]=[CH:7][C:6]=1[CH3:12])C.[H-].[H-].[H-].[H-].[Li+].[Al+3].[H-].Cl>C(OCC)C.O>[CH3:12][C:6]1[CH:7]=[CH:8][CH:9]=[C:10]([CH3:11])[C:5]=1[CH2:4][OH:3] |f:1.2.3.4.5.6|. Procedure details: 17 g of 2,6-dimethyl benzoic acid ethyl ester (0.095 mole) dissolved in 50 ml of ethyl ether are added dropwise as a function of the vigor of reflux to a suspension of 3.72 g (0.095 mole) of LiAlH4 in 100 ml of ether. When the addition is complete, the mixture is heated at reflux for 2h and left to stand overnight. Excess hydride is decomposed by the gradual addition of water (while cooling the flask in an ice-water bath), then 10% HCl. After the usual work-up, the product is crystallized from p... The reactants are C(C)(C)SC=1SC=C(N1)OS(=O)(=O)C (2-isopropylthio-4-methylsulfonyloxy-1,3-thiazole), solution, S(=O)(O)[O-].[Na+] (sodium hydrogen sulfite), BrBr (bromine). Solvent: CCOCC (ether). Reaction conditions: time 2 hour. Yields the product C(C)(C)SC=1SC(=C(N1)OS(=O)(=O)C)Br (2-isopropylthio-4-methylsulfonyloxy-5-bromo-1,3-thiazole). Isolated yield 80.7%. As a reaction SMILES: [CH:1]([S:4][C:5]1[S:6][CH:7]=[C:8]([O:10][S:11]([CH3:14])(=[O:13])=[O:12])[N:9]=1)([CH3:3])[CH3:2].[Br:15]Br.S([O-])(O)=O.[Na+]>CCOCC>[CH:1]([S:4][C:5]1[S:6][C:7]([Br:15])=[C:8]([O:10][S:11]([CH3:14])(=[O:12])=[O:13])[N:9]=1)([CH3:3])[CH3:2] |f:2.3|. Procedure: 3.5 g of 2-isopropylthio-4-methylsulfonyloxy-1,3-thiazole was dissolved in 50 ml of ether, and 0.8 ml of bromine was added dropwise to the solution keeping the temperaure below 0° C. After the addition, the solution was stirred at room temperature for 2 hours, then 5% solution of sodium hydrogen sulfite was added thereto to separate ether layer, which was washed with water and dried over anhydrous sodium sulfate, followed by concentration to an oil. The oil was purified by silica-gel column chro... Reaction conditions: time 24 hour. Reported procedure: To a stirring solution of 4-[2-methanesulfonyl-6-(3-trifluoromethyl-phenyl)-pyrimidin-4-yl]-piperazine-1-carboxylic acid tert-butyl ester (720 mg) in dimethyl sulphoxide (17 ml) was added sodium cyanide (72.5 mg). The resulting solution was stirred at room temperature for 24 hrs. After diluting with ethyl acetate (100 ml), then washed with water (4×50 ml), brine (50 ml), dried over MgSO4 and concentrated in vacuo. The residual solid was columned on silica gel using heptane and ethyl acetate (2:1... Reactants: C(C)(C)(C)OC(=O)N1CCN(CC1)C1=NC(=NC(=C1)C1=CC(=CC=C1)C(F)(F)F)S(=O)(=O)C (4-[2-methanesulfonyl-6-(3-trifluoromethyl-phenyl)-pyrimidin-4-yl]-piperazine-1-carboxylic acid tert-butyl ester), [C-]#N.[Na+] (sodium cyanide). Run in C(C)(=O)OCC (ethyl acetate), CS(=O)C (dimethyl sulphoxide). Product: C(C)(C)(C)OC(=O)N1CCN(CC1)C1=NC(=NC(=C1)C1=CC(=CC=C1)C(F)(F)F)C#N (4-(4-tert-butoxycarbonyl-piperazin-1-yl)-6-(3-trifluoromethyl-phenyl)-pyrimidine-2-carbonitrile). As a reaction SMILES: [C:1]([O:5][C:6]([N:8]1[CH2:13][CH2:12][N:11]([C:14]2[CH:19]=[C:18]([C:20]3[CH:25]=[CH:24][CH:23]=[C:22]([C:26]([F:29])([F:28])[F:27])[CH:21]=3)[N:17]=[C:16](S(C)(=O)=O)[N:15]=2)[CH2:10][CH2:9]1)=[O:7])([CH3:4])([CH3:3])[CH3:2].[C-:34]#[N:35].[Na+]>CS(C)=O.C(OCC)(=O)C>[C:1]([O:5][C:6]([N:8]1[CH2:13][CH2:12][N:11]([C:14]2[CH:19]=[C:18]([C:20]3[CH:25]=[CH:24][CH:23]=[C:22]([C:26]([F:29])([F:28])[F:27])[CH:21]=3)[N:17]=[C:16]([C:34]#[N:35])[N:15]=2)[CH2:10][CH2:9]1)=[O:7])([CH3:4])([CH3:3])[CH3:2] |f:1.2|. Isolated yield 35.9%.